Task: describe an organic reaction: reactants, conditions, products, and yield. Dataset: the Open Reaction Database (ORD), a public repository of structured organic reaction records Reactants: Cl.[N+](=O)([O-])C1=CC2=C(CC3CCCCN3C2)C=C1 (8-Nitro-1,3,4,6,11,11a-hexahydro-2H-benzo[b]quinolizine hydrochloride). The reagents and catalysts are [Pd] (palladium-on-carbon). Solvent: C(C)O (ethanol). Reaction conditions: time 2 hour. The product is Cl.C1CCCN2CC3=C(CC12)C=CC(=C3)N (1,3,4,6,11,11a-Hexahydro-2H-benzo[b]quinolizin-8-amine Hydrochloride). Isolated yield 95.3%. Reaction SMILES: [ClH:1].[N+:2]([C:5]1[CH:18]=[CH:17][C:8]2[CH2:9][CH:10]3[N:15]([CH2:16][C:7]=2[CH:6]=1)[CH2:14][CH2:13][CH2:12][CH2:11]3)([O-])=O>C(O)C.[Pd]>[ClH:1].[CH2:11]1[CH:10]2[N:15]([CH2:16][C:7]3[CH:6]=[C:5]([NH2:2])[CH:18]=[CH:17][C:8]=3[CH2:9]2)[CH2:14][CH2:13][CH2:12]1 |f:0.1,4.5|. Reported procedure: 8-Nitro-1,3,4,6,11,11a-hexahydro-2H-benzo[b]quinolizine hydrochloride (2.93 g, 10.9 mmol) was dissolved in ethanol (150 ml) and 10% palladium-on-carbon (0.4 g) was added and the solution was shaken on a Parr Hydrogenator for 2 h. The catalyst was filtered off and the catalyst was washed with water. The filtrate was concentrated and absolute ethanol was added and evaporated to drive off excess water. The resulting solid was taken up in hot ethanol (75 ml) and ether (100 ml) was added slowly. The ... Reactants: NC1=C(C(=NC2=CC=CC(=C12)OC[C@H](C(C)C)N)C)C(=O)OCC ((S)-ethyl 4-amino-5-(2-amino-3-methylbutoxy)-2-methylquinoline-3-carboxylate), O1C2=C(OCC1)C=C(C=C2)C(=O)O (2,3-dihydrobenzo[b][1,4]dioxine-6-carboxylic acid). Yields the product NC1=C(C(=NC2=CC=CC(=C12)OC[C@H](C(C)C)NC(=O)C1=CC2=C(OCCO2)C=C1)C)C(=O)OCC ((S)-ethyl 4-amino-5-(2-(2,3-dihydrobenzo[b][1,4]dioxine-6-carboxamido)-3-methylbutoxy)-2-methylquinoline-3-carboxylate). Reaction SMILES: [NH2:1][C:2]1[C:11]2[C:6](=[CH:7][CH:8]=[CH:9][C:10]=2[O:12][CH2:13][C@@H:14]([NH2:18])[CH:15]([CH3:17])[CH3:16])[N:5]=[C:4]([CH3:19])[C:3]=1[C:20]([O:22][CH2:23][CH3:24])=[O:21].[O:25]1[CH2:30][CH2:29][O:28][C:27]2[CH:31]=[C:32]([C:35](O)=[O:36])[CH:33]=[CH:34][C:26]1=2>>[NH2:1][C:2]1[C:11]2[C:6](=[CH:7][CH:8]=[CH:9][C:10]=2[O:12][CH2:13][C@@H:14]([NH:18][C:35]([C:32]2[CH:33]=[CH:34][C:26]3[O:25][CH2:30][CH2:29][O:28][C:27]=3[CH:31]=2)=[O:36])[CH:15]([CH3:17])[CH3:16])[N:5]=[C:4]([CH3:19])[C:3]=1[C:20]([O:22][CH2:23][CH3:24])=[O:21]. Procedure: Prepared as in Example 24a from (S)-ethyl 4-amino-5-(2-amino-3-methylbutoxy)-2-methylquinoline-3-carboxylate (Example 95b) and 2,3-dihydrobenzo[b][1,4]dioxine-6-carboxylic acid as brown solid (29%). MS 494 (MH+). Starting materials: BrC1=CC(=CC=2C=COC21)F (7-bromo-5-fluorobenzofuran), C(C1=CC=CC=C1)N1CC=CC1 (1-benzyl-3-pyrroline), C(C)(C)N(C(C)C)CC (N,N-diisopropylethylamine), [Li+].[Cl-] (LiCl), O1C(=CC=C1)P(C=1OC=CC1)C=1OC=CC1 (tri-2-furylphosphine). The reagents and catalysts are C(C)(=O)[O-].C(C)(=O)[O-].[Pd+2] (palladium diacetate). The solvent is C(C)OCC (diethyl ether), CN(C=O)C (N,N-dimethylformamide). Conditions: temperature 100 celsius. The product is C(C1=CC=CC=C1)N1CC(CC1)C1=CC(=CC=2C=COC21)F (1-benzyl-3-(5-fluorobenzofur-7-yl)pyrrolidine). Isolated yield 18.7%. Reaction SMILES: Br[C:2]1[C:10]2[O:9][CH:8]=[CH:7][C:6]=2[CH:5]=[C:4]([F:11])[CH:3]=1.[CH2:12]([N:19]1[CH2:23][CH:22]=[CH:21][CH2:20]1)[C:13]1[CH:18]=[CH:17][CH:16]=[CH:15][CH:14]=1.C(N(CC)C(C)C)(C)C.[Li+].[Cl-].O1C=CC=C1P(C1OC=CC=1)C1OC=CC=1>CN(C)C=O.C(OCC)C.C([O-])(=O)C.C([O-])(=O)C.[Pd+2]>[CH2:12]([N:19]1[CH2:23][CH2:22][CH:21]([C:2]2[C:10]3[O:9][CH:8]=[CH:7][C:6]=3[CH:5]=[C:4]([F:11])[CH:3]=2)[CH2:20]1)[C:13]1[CH:18]=[CH:17][CH:16]=[CH:15][CH:14]=1 |f:3.4,8.9.10|. Procedure details: A mixture of 0.675 g (3.14 mMol) 7-bromo-5-fluorobenzofuran, 5.0 g (31.40 mMol)1-benzyl-3-pyrroline, 2.19 mL (12.56 mMol), N,N-diisopropylethylamine, 0.399 g (9.42 mMol) LiCl, 0.154 g (0.66 mMol) tri-2-furylphosphine, and 0.070 g (0.314 mMol) palladium diacetate in 10 mL N,N-dimethylformamide was heated under nitrogen at 100° C. for 48 hours. The mixture was diluted with 10 mL diethyl ether and filtered through celite. The filtrate was concentrated under reduced pressure and the oily residue was... Starting materials: BrCC(OC(CC(=O)C1=CC=CC=C1)CCCCC1=CC=C(C=C1)C#N)=O (3-(2-bromo-1-oxoethoxy)-7-(4-cyanophenyl)-1-phenylheptan-1-one), solution, SmI2. Run in C1CCOC1 (THF). Reaction conditions: temperature -78 celsius, time 1 hour. The product is C(#N)C1=CC=C(C=C1)CCCC[C@@H]1C[C@@](CC(O1)=O)(C1=CC=CC=C1)O (rel-(4R, 6R)-6-[4-(4-cyanophenyl)butyl]-4-hydroxy-4-phenyl-3,4,5,6-tetrahydro-2H-pyran-2-one). The yield is 85.6%. As a reaction SMILES: Br[CH2:2][C:3](=[O:27])[O:4][CH:5]([CH2:15][CH2:16][CH2:17][CH2:18][C:19]1[CH:24]=[CH:23][C:22]([C:25]#[N:26])=[CH:21][CH:20]=1)[CH2:6][C:7]([C:9]1[CH:14]=[CH:13][CH:12]=[CH:11][CH:10]=1)=[O:8]>C1COCC1>[C:25]([C:22]1[CH:23]=[CH:24][C:19]([CH2:18][CH2:17][CH2:16][CH2:15][C@H:5]2[O:4][C:3](=[O:27])[CH2:2][C@@:7]([OH:8])([C:9]3[CH:14]=[CH:13][CH:12]=[CH:11][CH:10]=3)[CH2:6]2)=[CH:20][CH:21]=1)#[N:26]. Reported procedure: To a solution of the product of step B (2.71 g, 6.35 mmol) in dry THF (50 mL) at -78° C. under an atmosphere of nitrogen was added a 0.1 M solution of SmI2 (135 mL, 13.5 mmol) over 10 minutes. The blue solution was stirred at -78° C. for 1 hour, poured into dilute ag. HCl, extracted with EtOAc, washed with sat'd NaHCO3, dried (MgSO4), filtered, and the solvent evaporated under reduced pressure. Silica gel chromatography (35-50% EtOAc/hexane) afforded 1.90 g (86% ) of title product. Conditions: temperature 0 celsius, time 1.5 hour. Reported procedure: 4-Methoxyphenol (0.1 g, 0.83 mmol) and potassium carbonate were added to a cooled (0° C.) and stirred solution of 2-bromomethyl-6-nitrobenzonitrile [W. T. Ashton and J. B. Hynes, J. Med. Chem, 16, 1233 (1973)] (0.2 g, 0.83 mmol) in dimethylformamide under nitrogen atmosphere. The reaction mixture was stirred at 0° C. for 1.5 hours, then diluted with pyridine (1.5 mL), water, stirred for 1 hour, filtered and dried. Purification by silica gel chromatography (50% hexanes in dichloromethane) yielded... The solvent is N1=CC=CC=C1 (pyridine), O (water), CN(C=O)C (dimethylformamide). The reactants are COC1=CC=C(C=C1)O (4-Methoxyphenol), C([O-])([O-])=O.[K+].[K+] (potassium carbonate), BrCC1=C(C#N)C(=CC=C1)[N+](=O)[O-] (2-bromomethyl-6-nitrobenzonitrile). RXN SMILES: [CH3:1][O:2][C:3]1[CH:8]=[CH:7][C:6]([OH:9])=[CH:5][CH:4]=1.C(=O)([O-])[O-].[K+].[K+].Br[CH2:17][C:18]1[CH:25]=[CH:24][CH:23]=[C:22]([N+:26]([O-:28])=[O:27])[C:19]=1[C:20]#[N:21]>CN(C)C=O.N1C=CC=CC=1.O>[CH3:1][O:2][C:3]1[CH:8]=[CH:7][C:6]([O:9][CH2:17][C:18]2[CH:25]=[CH:24][CH:23]=[C:22]([N+:26]([O-:28])=[O:27])[C:19]=2[C:20]#[N:21])=[CH:5][CH:4]=1 |f:1.2.3|. Yield: 42.4%. Product: COC1=CC=C(OCC2=C(C#N)C(=CC=C2)[N+](=O)[O-])C=C1 (2-(4-methoxyphenoxymethyl)-6-nitrobenzonitrile). Reactants: C(C1=CC=CC=C1)OC1=C(OC2=CC(=CC=C2C1=O)I)C1=CC(=C(C(=C1)OC)OC)OC (3-Benzyloxy-7-iodo-2-(3,4,5-trimethoxy-phenyl)chromen-4-one), C=CCCCC (1-hexene), B1C2CCCC1CCC2 (9-BBN), C(Cl)Cl (DCM). Reagents/catalysts: Cl[Pd]Cl (dichloropalladium). Solvent: O1CCCC1 (tetrahydrofuran), [OH-].[Na+] (NaOH), O1CCCC1 (tetrahydrofuran), O1CCCC1 (tetrahydrofuran). Conditions: time 8 hour. Yields the product C(C1=CC=CC=C1)OC1=C(OC2=CC(=CC=C2C1=O)CCCCCC)C1=CC(=C(C(=C1)OC)OC)OC (3-Benzyloxy-7-hexyl-2-(3,4,5-trimethoxy-phenyl)-chromen-4-one). Isolated yield 24.8%. RXN SMILES: [CH2:1]=[CH:2][CH2:3][CH2:4][CH2:5][CH3:6].B1C2CCCC1CCC2.[CH2:16]([O:23][C:24]1[C:33](=[O:34])[C:32]2[C:27](=[CH:28][C:29](I)=[CH:30][CH:31]=2)[O:26][C:25]=1[C:36]1[CH:41]=[C:40]([O:42][CH3:43])[C:39]([O:44][CH3:45])=[C:38]([O:46][CH3:47])[CH:37]=1)[C:17]1[CH:22]=[CH:21][CH:20]=[CH:19][CH:18]=1.C(Cl)Cl>O1CCCC1.[OH-].[Na+].Cl[Pd]Cl>[CH2:16]([O:23][C:24]1[C:33](=[O:34])[C:32]2[C:27](=[CH:28][C:29]([CH2:1][CH2:2][CH2:3][CH2:4][CH2:5][CH3:6])=[CH:30][CH:31]=2)[O:26][C:25]=1[C:36]1[CH:41]=[C:40]([O:42][CH3:43])[C:39]([O:44][CH3:45])=[C:38]([O:46][CH3:47])[CH:37]=1)[C:17]1[CH:22]=[CH:21][CH:20]=[CH:19][CH:18]=1 |f:5.6|. Reported procedure: To a stirring solution of 1-hexene (0.109 g, 1.3 mmol, 1.4 eq) in tetrahydrofuran (2 ml) under argon at 0° C. was added 9-BBN in tetrahydrofuran (0.5M, 2.7 ml, 1.4 mmol, 1.5 eq). The reaction was allowed to warm to room temperature and stirred for 8 hours then 34 (0.505 g, 0.9 mmol) (produced as described in Example 2) in tetrahydrofuran (5 ml), 3M NaOH solution (1.1 ml) and dichloropalladium (dppf) (0.032 g, 0.04 mmol, 0.04 eq) were added and the reaction heated to reflux for 15 hours. The reac... Reactants: FC1=CC=C2N=C(C=3N(C2=C1)C=NC3C)C (8-Fluoro-3,4-dimethylimidazo[1,5-a]quinoxaline), C1CC(=O)N(C1=O)Br (NBS). Product: BrC1=NC(=C2N1C1=CC(=CC=C1N=C2C)F)C (1-Bromo-8-fluoro-3,4-dimethylimidazo[1,5-a]quinoxaline). Yield: 88.3%. Reaction SMILES: [F:1][C:2]1[CH:11]=[C:10]2[C:5]([N:6]=[C:7]([CH3:16])[C:8]3[N:9]2[CH:12]=[N:13][C:14]=3[CH3:15])=[CH:4][CH:3]=1.C1C(=O)N([Br:24])C(=O)C1>>[Br:24][C:12]1[N:9]2[C:10]3[C:5]([N:6]=[C:7]([CH3:16])[C:8]2=[C:14]([CH3:15])[N:13]=1)=[CH:4][CH:3]=[C:2]([F:1])[CH:11]=3. Procedure details: Reaction of intermediate 4A (1.55 g, 7.2 mmol) and NBS (1.92 g, 10.8 mmol) provided the product 5A as an off-white solid (1.87 g, 89% yield). EIMS 293.9 [M+H]+. Starting materials: COC1=C(CN2C(C(NCC2)=O)=O)C=CC(=C1)OC (1-(2,4-dimethoxybenzyl)-2,3-dioxopiperazine), N12CCCCCC2=NCCC1 (1,8-diazabicyclo[5.4.0]-undec-7-ene), C(C=C)(=O)OC (methyl acrylate). The solvent is CN(C=O)C (N,N-dimethylformamide). Run at time 12 hour. The product is COC1=C(CN2C(C(N(CC2)CCC(=O)OC)=O)=O)C=CC(=C1)OC (methyl 3-[4-(2,4-dimethoxybenzyl)-2,3-dioxopiperazin-1-yl]propionate). As a reaction SMILES: [CH3:1][O:2][C:3]1[CH:17]=[C:16]([O:18][CH3:19])[CH:15]=[CH:14][C:4]=1[CH2:5][N:6]1[CH2:11][CH2:10][NH:9][C:8](=[O:12])[C:7]1=[O:13].N12CCCN=C1CCCCC2.[C:31]([O:35][CH3:36])(=[O:34])[CH:32]=[CH2:33]>CN(C)C=O>[CH3:1][O:2][C:3]1[CH:17]=[C:16]([O:18][CH3:19])[CH:15]=[CH:14][C:4]=1[CH2:5][N:6]1[CH2:11][CH2:10][N:9]([CH2:33][CH2:32][C:31]([O:35][CH3:36])=[O:34])[C:8](=[O:12])[C:7]1=[O:13]. Procedure details: A mixture of 1.0 g of 1-(2,4-dimethoxybenzyl)-2,3-dioxopiperazine, 0.28 ml of 1,8-diazabicyclo[5.4.0]-undec-7-ene, 0.34 ml of methyl acrylate and 10 ml of N,N-dimethylformamide was stirred at room temperature for 12 hours. Then, the solvent was distilled off under reduced pressure, after which the resulting residue was added to a mixed solvent of 30 ml of ethyl acetate and 30 ml of water, and the pH was adjusted to 3 with 2N hydrochloric acid. The organic layer was separated and the aqueous laye... Reactants: CC(C)(C)c1ccc(C(=O)O)cc1, COc1ccc(N)c([N+](=O)[O-])c1, [Cl-], O, c1ccncc1. Yields the product COc1ccc(NC(=O)c2ccc(C(C)(C)C)cc2)c([N+](=O)[O-])c1. RXN SMILES: [C:20]([CH3:21])([CH3:22])([CH3:23])[c:24]1[cH:25][cH:26][c:27]([C:28](=[O:29])[OH:30])[cH:31][cH:32]1.[CH3:1][O:2][c:3]1[cH:4][cH:5][c:6]([NH2:7])[c:8]([N+:10]([O-:11])=[O:12])[cH:9]1.[Cl-:19].[OH2:33].[cH:13]1[cH:14][cH:15][n:16][cH:17][cH:18]1>>[CH3:1][O:2][c:3]1[cH:4][cH:5][c:6]([NH:7][C:28]([c:27]2[cH:26][cH:25][c:24]([C:20]([CH3:21])([CH3:22])[CH3:23])[cH:32][cH:31]2)=[O:29])[c:8]([N+:10]([O-:11])=[O:12])[cH:9]1. The reactants are CCOC(=O)C=Cc1ccccc1CBr, [H-], [Na+], OCc1cccc(Oc2ccccc2)c1, CN(C)C=O. Yields the product CCOC(=O)C=Cc1ccccc1OCc1cccc(Oc2ccccc2)c1. RXN SMILES: [CH2:18]([CH3:19])[O:20][C:21]([CH:22]=[CH:23][c:24]1[c:25]([CH2:30][Br:31])[cH:26][cH:27][cH:28][cH:29]1)=[O:32].[H-:17].[Na+:16].[O:1]([c:2]1[cH:3][cH:4][cH:5][cH:6][cH:7]1)[c:8]1[cH:9][c:10]([CH2:11][OH:12])[cH:13][cH:14][cH:15]1.[O:33]=[CH:34][N:35]([CH3:36])[CH3:37]>>[O:1]([c:2]1[cH:3][cH:4][cH:5][cH:6][cH:7]1)[c:8]1[cH:9][c:10]([CH2:11][O:12][c:25]2[c:24]([CH:23]=[CH:22][C:21]([O:20][CH2:18][CH3:19])=[O:32])[cH:29][cH:28][cH:27][cH:26]2)[cH:13][cH:14][cH:15]1.